The task is: describe an organic reaction: reactants, conditions, products, and yield. This data is from the Open Reaction Database (ORD), a public repository of structured organic reaction records. Reactants: Br.BrC1C(CCNCC1)=O (5-bromo-azepan-4-one hydrobromide), C(CC)(=S)N (thiopropionamide). Run in C(C)O (ethanol). The product is Br.C(C)C=1SC2=C(CCNCC2)N1 (2-Ethyl-5,6,7,8-tetrahydro-4H-thiazolo[4,5-d]azepine hydrobromide). As a reaction SMILES: Br.[Br:2][CH:3]1[CH2:9][CH2:8][NH:7][CH2:6][CH2:5][C:4]1=O.[C:11]([NH2:15])(=[S:14])[CH2:12][CH3:13]>C(O)C>[BrH:2].[CH2:12]([C:11]1[S:14][C:3]2[CH2:9][CH2:8][NH:7][CH2:6][CH2:5][C:4]=2[N:15]=1)[CH3:13] |f:0.1,4.5|. Procedure details: 0.40 g (1.47 mmol) 5-bromo-azepan-4-one hydrobromide, 0.13 g (1.47 mmol) thiopropionamide and 3 mL ethanol were stirred under reflux for 3 hours. The reaction was allowed to cool to RT and was filtered. The filtrate was concentrated to dryness and dried. The reactants are B, O=C(Cl)CCCl, c1ccc(Nc2ccccc2)cc1, C1CCOC1, BrCCCN(c1ccccc1)c1ccccc1. Yields the product ClCCCN(c1ccccc1)c1ccccc1. As a reaction SMILES: [BH3:20].[Cl:14][CH2:15][CH2:16][C:17]([Cl:18])=[O:19].[NH:1]([c:2]1[cH:3][cH:4][cH:5][cH:6][cH:7]1)[c:8]1[cH:9][cH:10][cH:11][cH:12][cH:13]1.[O:38]1[CH2:39][CH2:40][CH2:41][CH2:42]1.[c:21]1([N:22]([CH2:23][CH2:24][CH2:25][Br:26])[c:27]2[cH:28][cH:29][cH:30][cH:31][cH:32]2)[cH:33][cH:34][cH:35][cH:36][cH:37]1>>[N:1]([c:2]1[cH:3][cH:4][cH:5][cH:6][cH:7]1)([c:8]1[cH:9][cH:10][cH:11][cH:12][cH:13]1)[CH2:17][CH2:16][CH2:15][Cl:14]. Starting materials: C(CCCCCCCCCCCCCCC)(=O)Cl (palmitoyl chloride), C(C)OC(CN(CC(=O)OCC)C(C1=CC(=CC(=C1)N)N)=O)=O (N-(3,5-diaminobenzoyl)-N-(2-ethoxy-2-oxoethyl)glycine ethyl ester). The product is C(C)OC(CN(C(C1=CC(=CC(=C1)NC(CCCCCCCCCCCCCCC)=O)NC(CCCCCCCCCCCCCCC)=O)=O)CC(=O)OCC)=O (N-(2-ethoxy-2-oxoethyl)-N-[3,5-bis(1-oxohexadecylamino)benzoyl]glycine ethyl ester). As a reaction SMILES: [C:1](Cl)(=[O:17])[CH2:2][CH2:3][CH2:4][CH2:5][CH2:6][CH2:7][CH2:8][CH2:9][CH2:10][CH2:11][CH2:12][CH2:13][CH2:14][CH2:15][CH3:16].[CH2:19]([O:21][C:22](=[O:41])[CH2:23][N:24]([C:31](=[O:40])[C:32]1[CH:37]=[C:36]([NH2:38])[CH:35]=[C:34]([NH2:39])[CH:33]=1)[CH2:25][C:26]([O:28][CH2:29][CH3:30])=[O:27])[CH3:20]>>[CH2:29]([O:28][C:26](=[O:27])[CH2:25][N:24]([CH2:23][C:22]([O:21][CH2:19][CH3:20])=[O:41])[C:31](=[O:40])[C:32]1[CH:37]=[C:36]([NH:38][C:1](=[O:17])[CH2:2][CH2:3][CH2:4][CH2:5][CH2:6][CH2:7][CH2:8][CH2:9][CH2:10][CH2:11][CH2:12][CH2:13][CH2:14][CH2:15][CH3:16])[CH:35]=[C:34]([NH:39][C:1](=[O:17])[CH2:2][CH2:3][CH2:4][CH2:5][CH2:6][CH2:7][CH2:8][CH2:9][CH2:10][CH2:11][CH2:12][CH2:13][CH2:14][CH2:15][CH3:16])[CH:33]=1)[CH3:30]. Procedure: The reaction of palmitoyl chloride with N-(3,5-diaminobenzoyl)-N-(2-ethoxy-2-oxoethyl)glycine ethyl ester as in Example 54 gave N-(2-ethoxy-2-oxoethyl)-N-[3,5-bis(1-oxohexadecylamino)benzoyl]glycine ethyl ester as an oil after chromatography on silica gel using 35% ethyl acetate-hexane. The reactants are CN1CCOCC1, Cl, Cc1cc(F)ccc1-c1nc(NCC(=O)O)nc2c1ccc(=O)n2-c1c(F)cccc1F, OC1CNC1, CN(C)C=O. Product: Cc1cc(F)ccc1-c1nc(NCC(=O)N2CC(O)C2)nc2c1ccc(=O)n2-c1c(F)cccc1F. As a reaction SMILES: [CH3:39][N:40]1[CH2:41][CH2:42][O:43][CH2:44][CH2:45]1.[ClH:33].[F:1][c:2]1[c:3](-[n:9]2[c:10](=[O:32])[cH:11][cH:12][c:13]3[c:14]2[n:15][c:16]([NH:27][CH2:28][C:29](=[O:30])[OH:31])[n:17][c:18]3-[c:19]2[c:20]([CH3:26])[cH:21][c:22]([F:25])[cH:23][cH:24]2)[c:4]([F:8])[cH:5][cH:6][cH:7]1.[NH:34]1[CH2:35][CH:36]([OH:38])[CH2:37]1.[O:46]=[CH:47][N:48]([CH3:49])[CH3:50]>>[F:1][c:2]1[c:3](-[n:9]2[c:10](=[O:32])[cH:11][cH:12][c:13]3[c:14]2[n:15][c:16]([NH:27][CH2:28][C:29](=[O:30])[N:34]2[CH2:35][CH:36]([OH:38])[CH2:37]2)[n:17][c:18]3-[c:19]2[c:20]([CH3:26])[cH:21][c:22]([F:25])[cH:23][cH:24]2)[c:4]([F:8])[cH:5][cH:6][cH:7]1. The reactants are C1CCOC1, COC(=O)C(=O)Nc1cccc2c1N(Cc1ccc3ccccc3c1)C(=O)CO2, CO, [Na+], [OH-]. Product: O=C(O)C(=O)Nc1cccc2c1N(Cc1ccc3ccccc3c1)C(=O)CO2. Reaction SMILES: [CH2:30]1[O:31][CH2:32][CH2:33][CH2:34]1.[CH3:1][O:2][C:3]([C:4](=[O:5])[NH:6][c:7]1[cH:8][cH:9][cH:10][c:11]2[c:12]1[N:13]([CH2:18][c:19]1[cH:20][c:21]3[cH:22][cH:23][cH:24][cH:25][c:26]3[cH:27][cH:28]1)[C:14](=[O:17])[CH2:15][O:16]2)=[O:29].[CH3:35][OH:36].[Na+:38].[OH-:37]>>[O:2]=[C:3]([C:4](=[O:5])[NH:6][c:7]1[cH:8][cH:9][cH:10][c:11]2[c:12]1[N:13]([CH2:18][c:19]1[cH:20][c:21]3[cH:22][cH:23][cH:24][cH:25][c:26]3[cH:27][cH:28]1)[C:14](=[O:17])[CH2:15][O:16]2)[OH:29]. Starting materials: IC1=CC=2C(C3=CC(=CC=C3C2C=C1)I)(CCC(=O)OC)CCC(=O)OC (2,7-diiodo-9,9-bis[2-(methoxycarbonyl)ethyl]fluorene), C([O-])([O-])=O.[K+].[K+] (potassium carbonate), ( 15.0 ), C1(=CC=CC=C1)NC1=CC(=CC=C1)C (N-phenyl-m-toluidine). Reagents/catalysts: [Cu] (copper bronze). Reaction conditions: temperature 150 celsius. Product: C1(=CC=CC=C1)N(C1=CC=2C(C3=CC(=CC=C3C2C=C1)N(C=1C=C(C=CC1)C)C1=CC=CC=C1)(CCC(=O)OC)CCC(=O)OC)C=1C=C(C=CC1)C (2,7-bis(phenyl-m-tolylamino)-9,9-bis[2-(methoxycarbonyl)ethyl]-fluorene). Reaction SMILES: I[C:2]1[CH:14]=[CH:13][C:12]2[C:11]3[C:6](=[CH:7][C:8](I)=[CH:9][CH:10]=3)[C:5]([CH2:22][CH2:23][C:24]([O:26][CH3:27])=[O:25])([CH2:16][CH2:17][C:18]([O:20][CH3:21])=[O:19])[C:4]=2[CH:3]=1.C(=O)([O-])[O-].[K+].[K+].[C:34]1([NH:40][C:41]2[CH:46]=[CH:45][CH:44]=[C:43]([CH3:47])[CH:42]=2)[CH:39]=[CH:38][CH:37]=[CH:36][CH:35]=1>[Cu]>[C:34]1([N:40]([C:41]2[CH:42]=[C:43]([CH3:47])[CH:44]=[CH:45][CH:46]=2)[C:2]2[CH:14]=[CH:13][C:12]3[C:11]4[C:6](=[CH:7][C:8]([N:40]([C:34]5[CH:35]=[CH:36][CH:37]=[CH:38][CH:39]=5)[C:41]5[CH:42]=[C:43]([CH3:47])[CH:44]=[CH:45][CH:46]=5)=[CH:9][CH:10]=4)[C:5]([CH2:22][CH2:23][C:24]([O:26][CH3:27])=[O:25])([CH2:16][CH2:17][C:18]([O:20][CH3:21])=[O:19])[C:4]=3[CH:3]=2)[CH:35]=[CH:36][CH:37]=[CH:38][CH:39]=1 |f:1.2.3|. Procedure details: A mixture of 17.0 grams of 2,7-diiodo-9,9-bis[2-(methoxycarbonyl)ethyl]fluorene, 4.3 grams of copper bronze, 12.5 grams of potassium carbonate in 30 milliliters of Soltrol 220 was mechanically stirred and heated to 150° C. under a nitrogen atmosphere. Fifteen (15.0) grams of molten N-phenyl-m-toluidine was added dropwise at this temperature. After addition, the resulting mixture was heated at 210° C. under reflux for 24 hours. The hot reaction mixture was filtered, and the filter cake was washed... Starting materials: C(C1=CC=CC=C1)OC(=O)N[C@@H](C(C)C)C(=O)OCCC(=O)OCCl (chloromethyl 3-(N-benzyloxycarbonyl-L-valyloxy)-propionate), [I-].[Na+] (sodium iodide). Run in CC(=O)C (acetone). Reaction conditions: time 8 hour. Yields the product ICOC(CCOC([C@@H](NC(=O)OCC1=CC=CC=C1)C(C)C)=O)=O (Iodomethyl3-(N-benzyloxycarbonyl-L-valyloxy)-propionate). RXN SMILES: [CH2:1]([O:8][C:9]([NH:11][C@H:12]([C:16]([O:18][CH2:19][CH2:20][C:21]([O:23][CH2:24]Cl)=[O:22])=[O:17])[CH:13]([CH3:15])[CH3:14])=[O:10])[C:2]1[CH:7]=[CH:6][CH:5]=[CH:4][CH:3]=1.[I-:26].[Na+]>CC(C)=O>[I:26][CH2:24][O:23][C:21](=[O:22])[CH2:20][CH2:19][O:18][C:16](=[O:17])[C@H:12]([CH:13]([CH3:15])[CH3:14])[NH:11][C:9]([O:8][CH2:1][C:2]1[CH:7]=[CH:6][CH:5]=[CH:4][CH:3]=1)=[O:10] |f:1.2|. Reported procedure: To a solution of chloromethyl 3-(N-benzyloxycarbonyl-L-valyloxy)-propionate (2.05 g, 5.51 mmole) in dry acetone (50 ml) was added sodium iodide (4.12 g, 27.5 mmole) and the mixture was stirred overnight at room temperature. The mixture was evaporated under reduced pressure and extracted with ethyl acetate water. The organic phase was washed with a 5% sodium thiosulfate solutions dried with sodium sulfate and evaporated under reduced pressure. Yield: 2.35 g=92%. The reactants are O1CCOC=2C=NC(=CC21)CN(C(C(F)(F)F)=O)CC2CN(CCC2)CCN2C(C=CC1=NC=C(C=C21)F)=O (N-(2,3-dihydro(1,4)dioxino(2,3-c)pyridin-7-ylmethyl)-2,2,2-trifluoro-N-(1-(2-(7-fluoro-2-oxo-1,5-naphthyridin-1(2H)-yl)ethyl)piperidin-3-ylmethyl)acetamide), CO (methanol), C([O-])([O-])=O.[K+].[K+] (potassium carbonate). Solvent: O (water). Run at time 15 minute. Yields the product O1CCOC=2C=NC(=CC21)CNCC2CN(CCC2)CCN2C(C=CC1=NC=C(C=C21)F)=O (1-(2-(3-(((2,3-dihydro(1,4)dioxino(2,3-c)pyridin-7-ylmethyl)amino)methyl)piperidin-1-yl)ethyl)-7-fluoro-1,5-naphthyridin-2(1H)-one). Isolated yield 103.9%. Reaction SMILES: [O:1]1[C:10]2[CH:9]=[C:8]([CH2:11][N:12]([CH2:19][CH:20]3[CH2:25][CH2:24][CH2:23][N:22]([CH2:26][CH2:27][N:28]4[C:37]5[C:32](=[N:33][CH:34]=[C:35]([F:38])[CH:36]=5)[CH:31]=[CH:30][C:29]4=[O:39])[CH2:21]3)C(=O)C(F)(F)F)[N:7]=[CH:6][C:5]=2[O:4][CH2:3][CH2:2]1.CO.C(=O)([O-])[O-].[K+].[K+]>O>[O:1]1[C:10]2[CH:9]=[C:8]([CH2:11][NH:12][CH2:19][CH:20]3[CH2:25][CH2:24][CH2:23][N:22]([CH2:26][CH2:27][N:28]4[C:37]5[C:32](=[N:33][CH:34]=[C:35]([F:38])[CH:36]=5)[CH:31]=[CH:30][C:29]4=[O:39])[CH2:21]3)[N:7]=[CH:6][C:5]=2[O:4][CH2:3][CH2:2]1 |f:2.3.4|. Procedure details: To a solution of 0.15 g of N-(2,3-dihydro(1,4)dioxino(2,3-c)pyridin-7-ylmethyl)-2,2,2-trifluoro-N-(piperidin-3-ylmethyl)acetamide in 2 mL of dichloromethane, 85 mg of (7-fluoro-2-oxo-1,5-naphthyridin-1(2H)-yl)acetaldehyde and 24 μL of acetic acid were added, subsequently, 0.13 g of sodium triacetoxyborohydride was added, and the mixture was stirred at room temperature for 2 hours. To the reaction mixture, chloroform was added, and a saturated aqueous sodium hydrogen carbonate solution was added ... The reactants are OC[C@H](C(CC)C)N ((1S)-1-(Hydroxymethyl)-2-methylbutylamine), (1S)-1-(chloromethyl)-2-methylbutanammonium chloride, C(#N)C1=CC(=C(C=C1)N=C=S)CC (4-Cyano-2-ethylphenyl isothiocyanate), (1S)-1-(chloromethyl)-2-methylbutanammonium chloride, COC([C@@H](N)[C@@H](C)CC)=O ((L)-isoleucine methyl ester), OCCN (2-hydroxyethylamine). The product is C(#N)C1=CC(=C(C=C1)N=C1SC[C@@H](N1)C(C)CC)CC ((4S)-2-(4-cyano-2-ethylphenylimino)-4-(2-butyl)-1,3-thiazolidine). Reaction SMILES: O[CH2:2][C@@H:3]([NH2:8])[CH:4]([CH3:7])[CH2:5][CH3:6].COC(=O)[C@H]([C@H](CC)C)N.OCCN.[C:23]([C:25]1[CH:30]=[CH:29][C:28]([N:31]=[C:32]=[S:33])=[C:27]([CH2:34][CH3:35])[CH:26]=1)#[N:24]>>[C:23]([C:25]1[CH:30]=[CH:29][C:28]([N:31]=[C:32]2[NH:8][C@@H:3]([CH:4]([CH2:5][CH3:6])[CH3:7])[CH2:2][S:33]2)=[C:27]([CH2:34][CH3:35])[CH:26]=1)#[N:24]. Procedure details: (1S)-1-(Hydroxymethyl)-2-methylbutylamine was made from (L)-isoleucine methyl ester as described in Method B1b. The 2-hydroxyethylamine was converted to (1S)-1-(chloromethyl)-2-methylbutanammonium chloride as described in Method B7a. 4-Cyano-2-ethylphenyl isothiocyanate was reacted with (1S)-1-(chloromethyl)-2-methylbutanammonium chloride to Method C1a to give (4S)-2-(4-cyano-2-ethylphenylimino)-4-(2-butyl)-1,3-thiazolidine. The thiazolidine was reacted with isobutyl bromide according to Method ... Reactants: N#Cc1c(F)cc(Br)cc1F, O=C([O-])[O-], CC1NC(=O)C(C)(C)C1=O, [Cs+], [Cs+], O=C(C=Cc1ccccc1)C=Cc1ccccc1, O=C(C=Cc1ccccc1)C=Cc1ccccc1, O=C(C=Cc1ccccc1)C=Cc1ccccc1, [Pd], [Pd], CC1(C)c2cccc(P(c3ccccc3)c3ccccc3)c2Oc2c(P(c3ccccc3)c3ccccc3)cccc21. Product: CC1C(=O)C(C)(C)C(=O)N1c1cc(F)c(C#N)c(F)c1. Reaction SMILES: [Br:1][c:2]1[cH:3][c:4]([F:11])[c:5]([C:6]#[N:7])[c:8]([F:10])[cH:9]1.[C:22](=[O:23])([O-:24])[O-:25].[CH3:12][C:13]1([CH3:21])[C:14](=[O:20])[NH:15][CH:16]([CH3:19])[C:17]1=[O:18].[Cs+:26].[Cs+:27].[O:108]=[C:109]([CH:110]=[CH:111][c:112]1[cH:113][cH:114][cH:115][cH:116][cH:117]1)[CH:118]=[CH:119][c:120]1[cH:121][cH:122][cH:123][cH:124][cH:125]1.[O:72]=[C:73]([CH:74]=[CH:75][c:76]1[cH:77][cH:78][cH:79][cH:80][cH:81]1)[CH:82]=[CH:83][c:84]1[cH:85][cH:86][cH:87][cH:88][cH:89]1.[O:90]=[C:91]([CH:92]=[CH:93][c:94]1[cH:95][cH:96][cH:97][cH:98][cH:99]1)[CH:100]=[CH:101][c:102]1[cH:103][cH:104][cH:105][cH:106][cH:107]1.[Pd:70].[Pd:71].[c:28]1([P:29]([c:30]2[cH:31][cH:32][cH:33][cH:34][cH:35]2)[c:36]2[c:37]3[c:61]([cH:62][cH:63][cH:64]2)[C:58]([CH3:59])([CH3:60])[c:40]2[c:39]([c:44]([P:45]([c:46]4[cH:47][cH:48][cH:49][cH:50][cH:51]4)[c:52]4[cH:53][cH:54][cH:55][cH:56][cH:57]4)[cH:43][cH:42][cH:41]2)[O:38]3)[cH:65][cH:66][cH:67][cH:68][cH:69]1>>[c:2]1([N:15]2[C:14](=[O:20])[C:13]([CH3:12])([CH3:21])[C:17](=[O:18])[CH:16]2[CH3:19])[cH:3][c:4]([F:11])[c:5]([C:6]#[N:7])[c:8]([F:10])[cH:9]1.